This data is from the Open Reaction Database (ORD), a public repository of structured organic reaction records. The task is: describe an organic reaction: reactants, conditions, products, and yield Starting materials: [OH-].[Li+] (lithium hydroxide), C1CCC2NC=3C(=CC=CC3C21)C(=O)N[C@H](C(=O)OCC)C (ethyl (2S)-2-[(1,2,3,3a,4,8b-hexahydrocyclopenta[b]indol-5-ylcarbonyl)amino]propanoate). The solvent is C1CCOC1 (THF). Run at time 18 hour. Product: C1CCC2NC=3C(=CC=CC3C21)C(=O)N[C@H](C(=O)O)C ((2S)-2-[(1,2,3,3a,4,8b-Hexahydrocyclopenta[b]Indol-5-ylcarbonyl)Amino]-Propanoic Acid). Yield: 100.0%. RXN SMILES: [OH-].[Li+].[CH2:3]1[CH:14]2[CH:6]([NH:7][C:8]3[C:9]([C:15]([NH:17][C@@H:18]([CH3:24])[C:19]([O:21]CC)=[O:20])=[O:16])=[CH:10][CH:11]=[CH:12][C:13]=32)[CH2:5][CH2:4]1>C1COCC1>[CH2:3]1[CH:14]2[CH:6]([NH:7][C:8]3[C:9]([C:15]([NH:17][C@@H:18]([CH3:24])[C:19]([OH:21])=[O:20])=[O:16])=[CH:10][CH:11]=[CH:12][C:13]=32)[CH2:5][CH2:4]1 |f:0.1|. Procedure: A 1 M aqueous lithium hydroxide solution (13 mmol, 13 mL) was added to a solution of ethyl (2S)-2-[(1,2,3,3a,4,8b-hexahydrocyclopenta[b]indol-5-ylcarbonyl)amino]propanoate (6.1 mmol, 1.9 g) in THF (50 mL). The reaction mixture was stirred at room temperature for 18 h. The reaction was concentrated in vacuo and diluted with 0.1 N HCl and ethyl acetate. The phases were separated and the organic phase was washed with water, dried over MgSO4, filtered, and concentrated to give a yellow oil (1.6 g, 6... Starting materials: C1(=CC=C(C=C1)S(=O)(=O)O)C (p-toluenesulfonic acid), O=C1CCN(CC1)C(C1=CC=C(C=C1)N1N=CN=C1)=O (4-oxo-1-[4-(1,2,4-triazol-1-yl)benzoyl]piperidine), ClC1=CC=C(C=C1)CCN (2-(4-chlorophenyl)ethylamine). Run in C1(=CC=CC=C1)C (toluene). Conditions: time 8 hour. Yields the product ClC1=CC=C(C=C1)CCNC1CCN(CC1)C(C1=CC=C(C=C1)N1N=CN=C1)=O (4-[2-(4-chlorophenyl)ethylamino]-1-[4-(1,2,4-triazol-1-yl)benzoyl]piperidine). As a reaction SMILES: C1(C)C=CC(S(O)(=O)=O)=CC=1.O=[C:13]1[CH2:18][CH2:17][N:16]([C:19](=[O:31])[C:20]2[CH:25]=[CH:24][C:23]([N:26]3[CH:30]=[N:29][CH:28]=[N:27]3)=[CH:22][CH:21]=2)[CH2:15][CH2:14]1.[Cl:32][C:33]1[CH:38]=[CH:37][C:36]([CH2:39][CH2:40][NH2:41])=[CH:35][CH:34]=1>C1(C)C=CC=CC=1>[Cl:32][C:33]1[CH:38]=[CH:37][C:36]([CH2:39][CH2:40][NH:41][CH:13]2[CH2:18][CH2:17][N:16]([C:19](=[O:31])[C:20]3[CH:25]=[CH:24][C:23]([N:26]4[CH:30]=[N:29][CH:28]=[N:27]4)=[CH:22][CH:21]=3)[CH2:15][CH2:14]2)=[CH:35][CH:34]=1. Reported procedure: A catalytic amount of p-toluenesulfonic acid was added to a solution of 0.45 g of 4-oxo-1-[4-(1,2,4-triazol-1-yl)benzoyl]piperidine and 0.39 g of 2-(4-chlorophenyl)ethylamine in 10 ml of toluene. The mixture was refluxed by heating, for 5 hours while removing the generated water using a Dean-Stark trap. The reaction mixture was concentrated under reduced pressure. To the residue was added 10 ml of ethanol. Thereto was added 70 mg of sodium borohydride at room temperature. The mixture was stirred... Starting materials: N(=O)OCCC(C)C (isoamyl nitrite), CSC1=CC=C(C=C1)C(CCC)=O (1-(4-Methylsulfanyl-phenyl)-butan-1-one), C[O-].[Na+] (sodium methoxide). Run in O1CCCC1 (tetrahydrofuran), CO (methanol). Conditions: time 1.5 day. Yields the product CSC1=CC=C(C=C1)C(C(CC)=NO)=O (1-(4-Methylsulfanyl-phenyl)-butan-1,2-dione 2-oxime). Reaction SMILES: C[O-].[Na+].[N:4](OCCC(C)C)=[O:5].[CH3:12][S:13][C:14]1[CH:19]=[CH:18][C:17]([C:20](=[O:24])[CH2:21][CH2:22][CH3:23])=[CH:16][CH:15]=1>CO.O1CCCC1>[CH3:12][S:13][C:14]1[CH:19]=[CH:18][C:17]([C:20](=[O:24])[C:21](=[N:4][OH:5])[CH2:22][CH3:23])=[CH:16][CH:15]=1 |f:0.1|. Procedure: 11.0 g (0.206 mol) of sodium methoxide is suspended in 130 ml of methanol. Then isoamyl nitrite (27 ml, 0.206 mol) and 25 g (0.129 mol) of 1-(4-Methylsulfanyl-phenyl)-butan-1-one dissolved in 70 ml of tetrahydrofuran (THF) are added and the reaction solution is stirred at room temperature for 1.5 days. After concentrating, water and acetic acid are added to neutralise. The crude product is extracted with ethyl acetate, washed with brine, dried over MgSO4, and concentrated. The residue is purifie... Reactants: [N+](=O)([O-])C1=C(C=CC=C1)NC1=C(C2=C(S1)C=CC=C2)C#N (2-(2-nitro-phenylamino)-benzo[b]thiophene-3-carbonitrile), [Sn](Cl)Cl (Tin(II) chloride), Cl (HCl). Solvent: CCO (EtOH). Product: Cl.C1=CC=CC2=C1SC=1NC3=C(N=C(C21)N)C=CC=C3 (11H-12-thia-6,11-diaza-dibenzo[a,f]azulen-5-ylamine hydrochloride). Yield: 90.6%. RXN SMILES: [N+:1]([C:4]1[CH:9]=[CH:8][CH:7]=[CH:6][C:5]=1[NH:10][C:11]1[S:15][C:14]2[CH:16]=[CH:17][CH:18]=[CH:19][C:13]=2[C:12]=1[C:20]#[N:21])([O-])=O.[Sn](Cl)[Cl:23].Cl>CCO>[ClH:23].[CH:16]1[C:14]2[S:15][C:11]3[NH:10][C:5]4[CH:6]=[CH:7][CH:8]=[CH:9][C:4]=4[N:1]=[C:20]([NH2:21])[C:12]=3[C:13]=2[CH:19]=[CH:18][CH:17]=1 |f:4.5|. Reported procedure: By using a method similar to the method of Example 532, combine 2-(2-nitro-phenylamino)-benzo[b]thiophene-3-carbonitrile (5.0 g, 17.0 mmol) and Tin(II) chloride (9.65 g, 51.0 mmol) in a mixed solvent of EtOH (50 mL) and 5.0 N HCl (50 mL), heat the suspension to reflux for 3 hours, cool to RT. The title compound 4.65 g (yield 91%) is obtained as a yellow solid by suction filtration. Mass spectrum: ACPI (m/e): 266.0 ((M+1-HCl); 1H NMR (300 MHz, DMSO-d6) ppm: 11.7 (br, 1H), 10.00 (br, 1H), 9.10 (br... Reaction SMILES: [CH3:25][c:26]1[cH:27][cH:28][cH:29][cH:30][cH:31]1.[Cl:1][c:2]1[n:3][c:4]([S:10]([CH3:11])(=[O:12])=[O:13])[n:5][c:6]([O:8][CH3:9])[cH:7]1.[H-:22].[Na+:23].[OH2:24].[OH:14][CH2:15][c:16]1[cH:17][cH:18][cH:19][cH:20][cH:21]1>>[Cl:1][c:2]1[n:3][c:4]([O:14][CH2:15][c:16]2[cH:17][cH:18][cH:19][cH:20][cH:21]2)[n:5][c:6]([O:8][CH3:9])[cH:7]1. Reactants: Cc1ccccc1, COc1cc(Cl)nc(S(C)(=O)=O)n1, [H-], [Na+], O, OCc1ccccc1. Yields the product COc1cc(Cl)nc(OCc2ccccc2)n1.